This data is from the Open Reaction Database (ORD), a public repository of structured organic reaction records. The task is: describe an organic reaction: reactants, conditions, products, and yield Product: CC(C)(C)c1cccc(C#N)n1. RXN SMILES: [C:1]([CH3:2])([CH3:3])([CH3:4])[SH:5].[Cl:8][c:9]1[n:10][c:11]([C:15]#[N:16])[cH:12][cH:13][cH:14]1.[H-:6].[Na+:7].[O:17]1[CH2:18][CH2:19][CH2:20][CH2:21]1>>[C:1]([CH3:2])([CH3:3])([CH3:4])[c:9]1[n:10][c:11]([C:15]#[N:16])[cH:12][cH:13][cH:14]1. Reactants: CC(C)(C)S, N#Cc1cccc(Cl)n1, [H-], [Na+], C1CCOC1. The reactants are [OH-].[Na+] (sodium hydroxide), C(#N)C1=CC=C(C=C1)S(=O)(=O)NCCSC1C2=C(OCC3=C1C=CC=C3)C=CC(=C2)OCC2=NC3=CC=CC=C3C=C2 (11-[2-(4-cyanophenylsulfonylamino)ethylthio]-2-(quinolin-2-yl)methoxy-6,11-dihydrodibenz[b,e]oxepine), C(C)O (ethanol). Yields the product C(=O)(O)C1=CC=C(C=C1)S(=O)(=O)NCCSC1C2=C(OCC3=C1C=CC=C3)C=CC(=C2)OCC2=NC3=CC=CC=C3C=C2 (11-[2-(4-Carboxyphenylsulfonylamino)ethylthio]-2-(quinolin-2-yl)methoxy-6,11-dihydrodibenz[b,e]oxepine). Reaction SMILES: [OH-:1].[Na+].C(C1[CH:10]=[CH:9][C:8]([S:11]([NH:14][CH2:15][CH2:16][S:17][CH:18]2[C:24]3[CH:25]=[CH:26][CH:27]=[CH:28][C:23]=3[CH2:22][O:21][C:20]3[CH:29]=[CH:30][C:31]([O:33][CH2:34][C:35]4[CH:44]=[CH:43][C:42]5[C:37](=[CH:38][CH:39]=[CH:40][CH:41]=5)[N:36]=4)=[CH:32][C:19]2=3)(=[O:13])=[O:12])=[CH:7][CH:6]=1)#N.[CH2:45]([OH:47])[CH3:46]>>[C:45]([C:46]1[CH:10]=[CH:9][C:8]([S:11]([NH:14][CH2:15][CH2:16][S:17][CH:18]2[C:24]3[CH:25]=[CH:26][CH:27]=[CH:28][C:23]=3[CH2:22][O:21][C:20]3[CH:29]=[CH:30][C:31]([O:33][CH2:34][C:35]4[CH:44]=[CH:43][C:42]5[C:37](=[CH:38][CH:39]=[CH:40][CH:41]=5)[N:36]=4)=[CH:32][C:19]2=3)(=[O:13])=[O:12])=[CH:7][CH:6]=1)([OH:1])=[O:47] |f:0.1|. Procedure details: 20 ml of a 1N-sodium hydroxide aqueous solution was added to 0.4 g of 11-[2-(4-cyanophenylsulfonylamino)ethylthio]-2-(quinolin-2-yl)methoxy-6,11-dihydrodibenz[b,e]oxepine obtained in Example 34 suspended in 5 ml of ethanol and the mixture was refluxed under heating for 6 hours. After completion of the reaction, the solvent was removed, water was added to the residue, insolubles were removed by filtration and then the residue was adjusted to about pH 3 with 1N-hydrochloric acid. Crystals precipit... Product: Cn1c(=O)c(C(=O)NC2CCCCC2)c(O)c2cc(F)ccc21. Starting materials: CCOC(=O)c1c(O)c2cc(F)ccc2n(C)c1=O, Cc1ccccc1, NC1CCCCC1, O. As a reaction SMILES: [CH2:8]([O:10][C:11](=[O:9])[c:13]1[c:14](=[O:26])[n:15]([CH3:25])[c:16]2[cH:17][cH:18][c:19]([F:24])[cH:20][c:21]2[c:22]1[OH:23])[CH3:12].[CH3:27][c:28]1[cH:29][cH:30][cH:31][cH:32][cH:33]1.[NH2:1][CH:2]1[CH2:3][CH2:4][CH2:5][CH2:6][CH2:7]1.[OH2:34]>>[NH:1]([CH:2]1[CH2:3][CH2:4][CH2:5][CH2:6][CH2:7]1)[C:11](=[O:10])[c:13]1[c:14](=[O:26])[n:15]([CH3:25])[c:16]2[cH:17][cH:18][c:19]([F:24])[cH:20][c:21]2[c:22]1[OH:23]. Starting materials: [Cl-].[NH4+] (ammonium chloride), C(C)OC(=O)C(C(=O)OCC)C1=CC=C(C=C1)OC (ethyl 2-ethoxycarbonyl-2-(4-methoxyphenyl)acetate), BrC1=CC2=C(SC(=C2)CBr)C=C1 (5-bromo-2-bromomethylbenzo[b]thiophene), [H-].[Na+] (sodium hydride). The solvent is O1CCCC1 (tetrahydrofuran). Run at time 20 minute. The product is BrC1=CC2=C(SC(=C2)CC(C(=O)OCC)(C2=CC=C(C=C2)OC)C(=O)OCC)C=C1 (ethyl 3-(5-bromobenzo[b]thien-2-yl)-2-ethoxycarbonyl-2-(4-methoxyphenyl)propionate). Isolated yield 92.4%. RXN SMILES: [CH2:1]([O:3][C:4]([CH:6]([C:12]1[CH:17]=[CH:16][C:15]([O:18][CH3:19])=[CH:14][CH:13]=1)[C:7]([O:9][CH2:10][CH3:11])=[O:8])=[O:5])[CH3:2].[H-].[Na+].[Br:22][C:23]1[CH:33]=[CH:32][C:26]2[S:27][C:28]([CH2:30]Br)=[CH:29][C:25]=2[CH:24]=1.[Cl-].[NH4+]>O1CCCC1>[Br:22][C:23]1[CH:33]=[CH:32][C:26]2[S:27][C:28]([CH2:30][C:6]([C:7]([O:9][CH2:10][CH3:11])=[O:8])([C:12]3[CH:13]=[CH:14][C:15]([O:18][CH3:19])=[CH:16][CH:17]=3)[C:4]([O:3][CH2:1][CH3:2])=[O:5])=[CH:29][C:25]=2[CH:24]=1 |f:1.2,4.5|. Procedure: 14.2 g of ethyl 2-ethoxycarbonyl-2-(4-methoxyphenyl)acetate was dissolved in 150 ml of tetrahydrofuran. 2.6 g of sodium hydride (oil type, 60%) was added to the above solution while stirring under ice cooling, and the stirring was continued for 20 minutes. To this was further added 17.2 g of 5-bromo-2-bromomethylbenzo[b]thiophene. After stirring at room temperature for 18 hours, the resulting reaction solution was mixed with ammonium chloride aqueous solution, and then extracted with ethyl aceta... Reactants: C1=CN=CC=C1/C=C/C(=O)O (3-(4-pyridine)acrylic acid), N (ammonia). Reagents/catalysts: [Rh] (Rh/Al2O3). The solvent is O (water), O (water). Conditions: temperature 30 celsius, time 8 hour. Product: N1CCC(CC1)CCC(=O)O (3-(4-Piperidyl)propionic Acid). The yield is 100.7%. RXN SMILES: [CH:1]1[C:6](/[CH:7]=[CH:8]/[C:9]([OH:11])=[O:10])=[CH:5][CH:4]=[N:3][CH:2]=1.N>O.[Rh]>[NH:3]1[CH2:4][CH2:5][CH:6]([CH2:7][CH2:8][C:9]([OH:11])=[O:10])[CH2:1][CH2:2]1. Procedure: 3-(4-pyridine)acrylic acid (18 kg) was added to 75 kg of water. The resulting suspension was stirred and neutralized (pH 7.5) with 6.8 kg of aqueous ammonia (25%). A slurry of Rh/Al2O3 (0.9 kg) in 5 kg of water was added to the reaction mixture, which was then made inert under nitrogen. The mixture was hydrogenated under a pressure of 3-3.5 bar at 85-95° C. After eight hours, when no further change in pressure was observed, the mixture was cooled to 25-35° C. The catalyst was filtered and washed...